Dataset: the Open Reaction Database (ORD), a public repository of structured organic reaction records. Task: describe an organic reaction: reactants, conditions, products, and yield The reactants are [Na+].[Cl-] (NaCl), C([O-])([O-])=O.[Na+].[Na+] (sodium carbonate), O=C1C=2C(=NNC2CCC1)C(=O)O (4-oxo-4,5,6,7-tetrahydro-1H-indazole-3-carboxylic acid), Cl.CN(CCCN=C=NCC)C (3-dimethylaminopropyl-3-ethylcarbodiimide hydrochloride), C(C)N(CCCOC1=CC=C(C=N1)N)CC (6-(3-Diethylamino-propoxy)-pyridin-3-ylamine). The reagents and catalysts are CN(C)C=1C=CN=CC1 (DMAP). Run in ClCCl (dichloromethane), CN(C)C=O (DMF). Conditions: temperature 40 celsius, time 24 hour. Yields the product C(C)N(CCCOC1=CC=C(C=N1)NC(=O)C1=NNC=2CCCC(C12)=O)CC (4-oxo-4,5,6,7-tetrahydro-1H-indazole-3-carboxylic acid [6-(3-diethylamino-propoxy)-pyridin-3-yl]-amide). RXN SMILES: [O:1]=[C:2]1[CH2:10][CH2:9][CH2:8][C:7]2[NH:6][N:5]=[C:4]([C:11]([OH:13])=O)[C:3]1=2.Cl.CN(C)CCCN=C=NCC.[CH2:26]([N:28]([CH2:40][CH3:41])[CH2:29][CH2:30][CH2:31][O:32][C:33]1[N:38]=[CH:37][C:36]([NH2:39])=[CH:35][CH:34]=1)[CH3:27].[Na+].[Cl-].C(=O)([O-])[O-].[Na+].[Na+]>CN(C1C=CN=CC=1)C.ClCCl.CN(C=O)C>[CH2:40]([N:28]([CH2:26][CH3:27])[CH2:29][CH2:30][CH2:31][O:32][C:33]1[N:38]=[CH:37][C:36]([NH:39][C:11]([C:4]2[C:3]3[C:2](=[O:1])[CH2:10][CH2:9][CH2:8][C:7]=3[NH:6][N:5]=2)=[O:13])=[CH:35][CH:34]=1)[CH3:41] |f:1.2,4.5,6.7.8|. Procedure details: A solution of 4-oxo-4,5,6,7-tetrahydro-1H-indazole-3-carboxylic acid (2.25 g, 12 mmol), 1-(3-dimethylaminopropyl-3-ethylcarbodiimide hydrochloride (2.87 g, 15 mmol), DMAP (1.83 g, 15 mmol), and DMF (10 mL) in dichloromethane (40 mL) is stirred under nitrogen at 20° C. for 2 hours. 6-(3-Diethylamino-propoxy)-pyridin-3-ylamine (2.50 g, 11.2 mmol) is added. The mixture is stirred under nitrogen at 40° C. for 24 hours; and then poured into 10% NaCl, treated with 1 M sodium carbonate to pH 10, and ex... Starting materials: C1=CCCCC1, COc1ccc([N+](=O)[O-])c(N2C(C)CCC2C)n1, CCO. Yields the product COc1ccc(N)c(N2C(C)CCC2C)n1. RXN SMILES: [CH2:19]1[CH2:20][CH:21]=[CH:22][CH2:23][CH2:24]1.[CH3:1][CH:2]1[N:3]([c:8]2[n:9][c:10]([O:17][CH3:18])[cH:11][cH:12][c:13]2[N+:14]([O-:15])=[O:16])[CH:4]([CH3:7])[CH2:5][CH2:6]1.[CH3:25][CH2:26][OH:27]>>[CH3:1][CH:2]1[N:3]([c:8]2[n:9][c:10]([O:17][CH3:18])[cH:11][cH:12][c:13]2[NH2:14])[CH:4]([CH3:7])[CH2:5][CH2:6]1. The reactants are BrC1=CC=CC=2OC3=C(C21)C=CC=C3 (bromodibenzofuran), BrC1=CC=CC=2OC3=C(C21)C=CC=C3 (bromodibenzofuran), N1N=CC=C1 (pyrazole), cuprous oxide, C(C=1C(O)=CC=CC1)=NO (salicylaldoxime), C([O-])([O-])=O.[Cs+].[Cs+] (cesium carbonate). Run in CN(C)C=O (DMF). Yields the product N1N=C(C=C1)C1=CC=CC=2OC3=C(C21)C=CC=C3 (Pyrazolyldibenzofuran). Yield: 78.0%. Reaction SMILES: Br[C:2]1[C:10]2[C:9]3[CH:11]=[CH:12][CH:13]=[CH:14][C:8]=3[O:7][C:6]=2[CH:5]=[CH:4][CH:3]=1.[NH:15]1[CH:19]=[CH:18][CH:17]=[N:16]1.C(=NO)C1C(=CC=CC=1)O.C(=O)([O-])[O-].[Cs+].[Cs+]>CN(C=O)C>[NH:15]1[CH:19]=[CH:18][C:17]([C:2]2[C:10]3[C:9]4[CH:11]=[CH:12][CH:13]=[CH:14][C:8]=4[O:7][C:6]=3[CH:5]=[CH:4][CH:3]=2)=[N:16]1 |f:3.4.5|. Procedure details: Under nitrogen current, a mixture containing 12.35 g (50 mmol) of bromodibenzofuran (Compound 16-1), 5.11 g (75 mmol) of pyrazole, 358 mg (2.5 mmol) of cuprous oxide (I), 1.37 g (10 mmol) of salicylaldoxime, 32.6 g (100 mmol) of cesium carbonate, and 100 ml of DMF is reacted under reflux with heating for 6 hours. DMF is distilled off from the resulting mixture by heating under reduced pressure. Ethyl acetate is added to the residue and the mixture is filtered with Celite, and a 1M sodium hydroxi... Starting materials: ClC1=CC=2N(C=C1)C(=CN2)C=2C=C(C=CC2)NC(=O)NCC (1-[3-(7-chloro-imidazo[1,2-a]pyridin-3-yl)-phenyl]-3-ethyl urea), CN1N=CC(=C1)B1OC(C)(C)C(C)(C)O1 (1-methylpyrazole-4-boronic acid pinacol ester), C([O-])([O-])=O.[K+].[K+] (potassium carbonate). Reagents/catalysts: CC(C)([P](C(C)(C)C)([Pd][P](C(C)(C)C)(C(C)(C)C)C(C)(C)C)C(C)(C)C)C (bis(tri-t-butylphosphine)palladium(0)). The solvent is C(C)O (ethanol), C1(=CC=CC=C1)C (toluene), O (water). Product: C(C)NC(=O)NC1=CC(=CC=C1)C1=CN=C2N1C=CC(=C2)C=2C=NN(C2)C (1-ethyl-3-{3-[7-(1-methyl-1H-pyrazol-4-yl)-imidazo[1,2-a]pyridin-3-yl]-phenyl}-urea). As a reaction SMILES: Cl[C:2]1[CH:7]=[CH:6][N:5]2[C:8]([C:11]3[CH:12]=[C:13]([NH:17][C:18]([NH:20][CH2:21][CH3:22])=[O:19])[CH:14]=[CH:15][CH:16]=3)=[CH:9][N:10]=[C:4]2[CH:3]=1.[CH3:23][N:24]1[CH:28]=[C:27](B2OC(C)(C)C(C)(C)O2)[CH:26]=[N:25]1.C(=O)([O-])[O-].[K+].[K+]>C(O)C.C1(C)C=CC=CC=1.O.CC(C)([P](C(C)(C)C)([Pd][P](C(C)(C)C)(C(C)(C)C)C(C)(C)C)C(C)(C)C)C>[CH2:21]([NH:20][C:18]([NH:17][C:13]1[CH:14]=[CH:15][CH:16]=[C:11]([C:8]2[N:5]3[CH:6]=[CH:7][C:2]([C:27]4[CH:26]=[N:25][N:24]([CH3:23])[CH:28]=4)=[CH:3][C:4]3=[N:10][CH:9]=2)[CH:12]=1)=[O:19])[CH3:22] |f:2.3.4,^1:57,63|. Procedure details: A solution of 1-[3-(7-chloro-imidazo[1,2-a]pyridin-3-yl)-phenyl]-3-ethyl urea (200 mg, 0.636 mmol, 1 equivalent, made using procedure F1a), 1-methylpyrazole-4-boronic acid pinacol ester (commercially available, 265 mg, 1.272 mmol, 2 equivalents), potassium carbonate (527 mg, 3.816 mmol, 6 equivalents), and bis(tri-t-butylphosphine)palladium(0) (16 mg, 0.032 mmol, 0.05 equivalents) in ethanol (10 ml), toluene (10 ml) and water (10 ml) was heated at 70° C. for 24 h. The reaction mixture was partit... Starting materials: C(C)OCC (Diethylether), C(C)OC(=N)C=1C=C2C=NNC2=CC1 (1H-indazole-5-carboximidic acid ethyl ester), Cl.N1N=CC2=CC(=CC=C12)C#N (1H-Indazole-5-carbonitrile hydrochloride), Cl (hydrogen chloride). The solvent is C(C)O (ethanol). Conditions: time 8 hour. The product is Cl.C(C)OC(=N)C=1C=C2C=NNC2=CC1 (1H-indazole-5-carboximidic acid ethyl ester hydrochloride), N1N=CC2=CC(=CC=C12)C=1OC2=C(N1)C=CC(=C2)O (2-(1H-Indazol-5-yl)-benzooxazol-6-ol). RXN SMILES: [ClH:1].[NH:2]1[C:10]2[C:5](=[CH:6][C:7]([C:11]#[N:12])=[CH:8][CH:9]=2)[CH:4]=[N:3]1.Cl.C([O:16][CH2:17][CH3:18])C.[CH2:19]([O:21][C:22]([C:24]1[CH:25]=[C:26]2[C:30](=[CH:31][CH:32]=1)[NH:29][N:28]=[CH:27]2)=[NH:23])[CH3:20]>C(O)C>[ClH:1].[CH2:19]([O:21][C:22]([C:24]1[CH:25]=[C:26]2[C:30](=[CH:31][CH:32]=1)[NH:29][N:28]=[CH:27]2)=[NH:23])[CH3:20].[NH:2]1[C:10]2[C:5](=[CH:6][C:7]([C:11]3[O:21][C:22]4[CH:18]=[C:17]([OH:16])[CH:31]=[CH:32][C:24]=4[N:12]=3)=[CH:8][CH:9]=2)[CH:4]=[N:3]1 |f:0.1,6.7|. Reported procedure: 1H-Indazole-5-carbonitrile hydrochloride (1.5 g) was suspended in ethanol (15 mL) at 0° C. The mixture was saturated with hydrogen chloride while the temperature was raised to room temperature. The reaction was then left overnight. Diethylether was added and the resulting precipitate, 1H-indazole-5-carboximidic acid ethyl ester.2HCl (1.39 g), was collected and dried in under high vacuum. According to synthetic method B except that pyridine (540 ?L) was added, from 4-amino-benzene-1,3-diol hydroc...